This data is from the Open Reaction Database (ORD), a public repository of structured organic reaction records. The task is: describe an organic reaction: reactants, conditions, products, and yield RXN SMILES: [CH3:18][C:19]([OH:20])=[O:21].[CH3:27][C:28](=[O:29])[CH3:30].[Cl-:17].[Cl:1][c:2]1[cH:3][c:4]2[c:5]([CH:11]=[C:12]([CH3:13])[N+:14]([O-:15])=[O:16])[cH:6][nH:7][c:8]2[cH:9][cH:10]1.[Fe:32].[Na+:26].[OH2:31].[S:22](=[O:23])([OH:24])[O-:25]>>[Cl:1][c:2]1[cH:3][c:4]2[c:5]([CH2:11][C:12]([CH3:13])=[O:20])[cH:6][nH:7][c:8]2[cH:9][cH:10]1. Yields the product CC(=O)Cc1c[nH]c2ccc(Cl)cc12. Reactants: CC(=O)O, CC(C)=O, [Cl-], CC(=Cc1c[nH]c2ccc(Cl)cc12)[N+](=O)[O-], [Fe], [Na+], O, O=S([O-])O. The reactants are C1(=CC=CC=C1)O (phenol), C(C=C)N (allyl amine), C=O (paraformaldehyde). Yields the product O1NC=CC2=C1C=CC=C2 (benzoxazine). Isolated yield 82.1%. Reaction SMILES: [C:1]1([OH:7])[CH:6]=[CH:5][CH:4]=[CH:3][CH:2]=1.[CH2:8]([NH2:11])[CH:9]=C.C=O>>[O:7]1[C:1]2[CH:6]=[CH:5][CH:4]=[CH:3][C:2]=2[CH:9]=[CH:8][NH:11]1. Procedure details: At room temperature, phenol, allyl amine and paraformaldehyde were added according to the molar ratio of phenolic hydroxyl group:amine group:aldehyde group of 1:1:2. After being homogeneously stirred, the mixture was heated to a molten state, reacted for 4 h and placed in a cooling unit to obtain a yellowish, translucent viscous body. The viscous body was washed, purified and dried to obtain a benzoxazine intermediate having the following structural formula, wherein the yield is 82.1%.